This data is from the Open Reaction Database (ORD), a public repository of structured organic reaction records. The task is: describe an organic reaction: reactants, conditions, products, and yield The reactants are CO, CCCCC(=O)C(C)C(=O)OCC, [K+], [OH-]. The product is CCCCC(=O)C(C)C(=O)O. Reaction SMILES: [CH3:16][OH:17].[CH3:1][CH:2]([C:3](=[O:4])[O:5][CH2:6][CH3:7])[C:8]([CH2:9][CH2:10][CH2:11][CH3:12])=[O:13].[K+:15].[OH-:14]>>[CH3:1][CH:2]([C:3](=[O:4])[OH:5])[C:8]([CH2:9][CH2:10][CH2:11][CH3:12])=[O:13]. The reactants are C(C)(C)(C)NC1=C(C=C(C(=N1)N1C=C(C(C2=C(C(=C(C(=C12)Cl)F)F)[N+](=O)[O-])=O)C(=O)OCC)F)F (ethyl 1-(6-t-butylamino-3,5-difluoropyridine-2-yl)-8-chloro-6,7-difluoro-5-nitro-4-oxo-1,4-dihydroquinoline-3-carboxylate). The reagents and catalysts are [Fe] (iron). Solvent: C(=O)O (formic acid). Run at temperature 85 celsius, time 40 minute. Yields the product NC1=C2C(C(=CN(C2=C(C(=C1F)F)Cl)C1=NC(=C(C=C1F)F)N)C(=O)O)=O (5-amino-1-(6-amino-3,5-difluoropyridine-2-yl)-8-chloro-6,7-difluoro-4-oxo-1,4-dihydroquinoline-3-carboxylic acid). Yield: 83.6%. RXN SMILES: C([NH:5][C:6]1[N:11]=[C:10]([N:12]2[C:21]3[C:16](=[C:17]([N+:25]([O-])=O)[C:18]([F:24])=[C:19]([F:23])[C:20]=3[Cl:22])[C:15](=[O:28])[C:14]([C:29]([O:31]CC)=[O:30])=[CH:13]2)[C:9]([F:34])=[CH:8][C:7]=1[F:35])(C)(C)C>[Fe].C(O)=O>[NH2:25][C:17]1[C:18]([F:24])=[C:19]([F:23])[C:20]([Cl:22])=[C:21]2[C:16]=1[C:15](=[O:28])[C:14]([C:29]([OH:31])=[O:30])=[CH:13][N:12]2[C:10]1[C:9]([F:34])=[CH:8][C:7]([F:35])=[C:6]([NH2:5])[N:11]=1. Procedure: To 10 ml of formic acid was added 960 mg of ethyl 1-(6-t-butylamino-3,5-difluoropyridine-2-yl)-8-chloro-6,7-difluoro-5-nitro-4-oxo-1,4-dihydroquinoline-3-carboxylate together with 1.0 g of iron powder, and the mixture was stirred at 80 to 90° C. for 5 hours and 40 minutes. The insoluble content was separated by filtration through celite, and the content separated by the celite and the celite were washed with formic acid and chloroform. The filtrate and the washings were concentrated under reduce...